This data is from the Open Reaction Database (ORD), a public repository of structured organic reaction records. The task is: describe an organic reaction: reactants, conditions, products, and yield The reactants are C(C)(C)(C)OC(=O)N1CC(C(=CC1)OS(=O)(=O)C(F)(F)F)C (3-methyl-4-trifluoromethanesulfonyloxy-3,6-dihydro-2H-pyridine-1-carboxylic acid tert-butyl ester), C[C@@H]1C(NN=C2COC3=CC=C(C=C3N12)B1OC(C(O1)(C)C)(C)C)=O ((R)-4-methyl-6-(4,4,5,5-tetramethyl-[1,3,2]dioxaborolan-2-yl)-2,10-dihydro-9-oxa-1,2,4a-triaza-phenanthren-3-one), [O-]P(=O)([O-])[O-].[K+].[K+].[K+] (K3PO4). The reagents and catalysts are C=1C=CC(=CC1)[P](C=2C=CC=CC2)(C=3C=CC=CC3)[Pd]([P](C=4C=CC=CC4)(C=5C=CC=CC5)C=6C=CC=CC6)([P](C=7C=CC=CC7)(C=8C=CC=CC8)C=9C=CC=CC9)[P](C=1C=CC=CC1)(C=1C=CC=CC1)C=1C=CC=CC1 (Pd(Ph3P)4). Run in CN(C)C=O (DMF), O (water). Reaction conditions: temperature 80 celsius, time 8 hour. Product: C(C)(C)(C)OC(=O)N1CC(C(=CC1)C=1C=C2N3[C@@H](C(NN=C3COC2=CC1)=O)C)C (3-methyl-4-((R)-4-methyl-3-oxo-2,3,4,10-tetrahydro-9-oxa-1,2,4a-triaza-phenanthren-6-yl)-3,6-dihydro-2H-pyridine-1-carboxylic acid tert-butyl ester). The yield is 104.0%. Reaction SMILES: [C:1]([O:5][C:6]([N:8]1[CH2:13][CH:12]=[C:11](OS(C(F)(F)F)(=O)=O)[CH:10]([CH3:22])[CH2:9]1)=[O:7])([CH3:4])([CH3:3])[CH3:2].[CH3:23][C@H:24]1[N:37]2[C:28]([CH2:29][O:30][C:31]3[C:36]2=[CH:35][C:34](B2OC(C)(C)C(C)(C)O2)=[CH:33][CH:32]=3)=[N:27][NH:26][C:25]1=[O:47].[O-]P([O-])([O-])=O.[K+].[K+].[K+]>CN(C=O)C.O.C1C=CC([P]([Pd]([P](C2C=CC=CC=2)(C2C=CC=CC=2)C2C=CC=CC=2)([P](C2C=CC=CC=2)(C2C=CC=CC=2)C2C=CC=CC=2)[P](C2C=CC=CC=2)(C2C=CC=CC=2)C2C=CC=CC=2)(C2C=CC=CC=2)C2C=CC=CC=2)=CC=1>[C:1]([O:5][C:6]([N:8]1[CH2:13][CH:12]=[C:11]([C:34]2[CH:35]=[C:36]3[C:31](=[CH:32][CH:33]=2)[O:30][CH2:29][C:28]2[N:37]3[C@H:24]([CH3:23])[C:25](=[O:47])[NH:26][N:27]=2)[CH:10]([CH3:22])[CH2:9]1)=[O:7])([CH3:4])([CH3:3])[CH3:2] |f:2.3.4.5,^1:65,67,86,105|. Procedure: To a mixture of 3-methyl-4-trifluoromethanesulfonyloxy-3,6-dihydro-2H-pyridine-1-carboxylic acid tert-butyl ester (Preparation #13, 5.07 g, 14.69 mmol), (R)-4-methyl-6-(4,4,5,5-tetramethyl-[1,3,2]dioxaborolan-2-yl)-2,10-dihydro-9-oxa-1,2,4a-triaza-phenanthren-3-one (Preparation #11, Step E, 2.8 g, 8.16 mmol) and K3PO4 (3.46 g, 16.32 mmol) in DMF (60 mL) and water (10 mL) was added Pd(Ph3P)4 (3.77 g, 3.26 mmol). The reaction mixture was stirred at 80° C. overnight then cooled to ambient temperatu... The reactants are BrC1=CC=C(O1)C(=O)O (5-Bromo-furan-2-carboxylic acid), NC=1C=C(OCC#N)C=CC1 ((3-Amino-phenoxy)-acetonitrile). The product is C(#N)COC=1C=C(C=CC1)NC(=O)C=1OC(=CC1)Br (5-Bromo-furan-2-carboxylic acid (3-cyanomethoxy-phenyl)-amide). Reaction SMILES: [Br:1][C:2]1[O:6][C:5]([C:7]([OH:9])=O)=[CH:4][CH:3]=1.[NH2:10][C:11]1[CH:12]=[C:13]([CH:18]=[CH:19][CH:20]=1)[O:14][CH2:15][C:16]#[N:17]>>[C:16]([CH2:15][O:14][C:13]1[CH:12]=[C:11]([NH:10][C:7]([C:5]2[O:6][C:2]([Br:1])=[CH:3][CH:4]=2)=[O:9])[CH:20]=[CH:19][CH:18]=1)#[N:17]. Reported procedure: 5-Bromo-furan-2-carboxylic acid (325 mg, 1.70 mmol) was coupled to (3-amino-phenoxy)-acetonitrile (172) (250 mg, 1.69 mmol) using Method C. The residue was purified by column chromatography eluting with a stepped gradient of 10-30% EtOAc in heptane to give the title compound. Starting materials: FC([C@H](CC(C)(C)C)NC(OC(C)(C)C)=O)=O ((S)-tert-butyl 1-fluoro-4,4-dimethyl-1-oxopentan-2-ylcarbamate), FC([C@H](CC(C)(C)C)NC(OC(C)(C)C)=O)=O ((S)-tert-butyl 1-fluoro-4,4-dimethyl-1-oxopentan-2-ylcarbamate), Cl.O1C[C@@H]([C@H]2NCC[C@H]21)O ((3R,3aR,6aR)-hexahydro-2H-furo[3,2-b]pyrrol-3-ol hydrochloride), CN(C=O)C (dimethylformamide), CN(C=O)C (dimethylformamide). Conditions: time 1 hour. The product is O[C@H]1CO[C@H]2[C@@H]1N(C[C@H]2OC)C([C@H](CC(C)(C)C)NC(OC(C)(C)C)=O)=O (tert-butyl (S)-1-((3R,3aR,6R,6aS)-3-hydroxy-6-methoxydihydro-2H-furo[3,2-b]pyrrol-4(5H,6H,6aH)-yl)-4,4-dimethyl-1-oxopentan-2-ylcarbamate). As a reaction SMILES: F[C:2](=[O:17])[C@@H:3]([NH:9][C:10](=[O:16])[O:11][C:12]([CH3:15])([CH3:14])[CH3:13])[CH2:4][C:5]([CH3:8])([CH3:7])[CH3:6].Cl.[O:19]1[C@H:26]2[C@H:22]([NH:23][CH2:24][CH2:25]2)[C@@H:21]([OH:27])[CH2:20]1.CN(C)[CH:30]=[O:31]>>[OH:27][C@@H:21]1[C@H:22]2[N:23]([C:2](=[O:17])[C@@H:3]([NH:9][C:10](=[O:16])[O:11][C:12]([CH3:15])([CH3:14])[CH3:13])[CH2:4][C:5]([CH3:8])([CH3:7])[CH3:6])[CH2:24][C@@H:25]([O:31][CH3:30])[C@H:26]2[O:19][CH2:20]1 |f:1.2|. Reported procedure: A solution of (S)-tert-butyl 1-fluoro-4,4-dimethyl-1-oxopentan-2-ylcarbamate (2.64 g, 10.7 mmol) in dimethylformamide (25 mL) was added under argon to a solution of (3R,3aR,6aR)-hexahydro-2H-furo[3,2-b]pyrrol-3-ol hydrochloride (assumed to be 9.73 mmol) in dimethylformamide (25 mL). The mixture was stirred for 1 hour then (S)-tert-butyl 1-fluoro-4,4-dimethyl-1-oxopentan-2-ylcarbamate (0.59 g, 2.4 mmol) was added. The mixture was stirred for 2 hours then the solvents removed in vacuo. The residue... Reactants: O1C=NC(=C1)C=O (oxazole-4-carbaldehyde), CC(C)(C)S(=O)N (2-methylpropane-2-sulfinamide). The reagents and catalysts are [O-]CC.[Ti+4].[O-]CC.[O-]CC.[O-]CC (titanium(IV) ethoxide). Run in C1CCOC1 (THF), C(C)(=O)OCC (ethyl acetate). Reaction conditions: time 8 hour. Product: O1C=NC(=C1)\C=N\S(=O)C(C)(C)C (2-methyl-propane-2-sulfinic acid 1-oxazol-4-yl-meth-(E)-ylideneamide). Isolated yield 89.2%. As a reaction SMILES: [O:1]1[CH:5]=[C:4]([CH:6]=O)[N:3]=[CH:2]1.[CH3:8][C:9]([S:12]([NH2:14])=[O:13])([CH3:11])[CH3:10]>C1COCC1.C(OCC)(=O)C.[O-]CC.[Ti+4].[O-]CC.[O-]CC.[O-]CC>[O:1]1[CH:5]=[C:4](/[CH:6]=[N:14]/[S:12]([C:9]([CH3:11])([CH3:10])[CH3:8])=[O:13])[N:3]=[CH:2]1 |f:4.5.6.7.8|. Procedure: In a round-bottomed flask, oxazole-4-carbaldehyde (300 mg, 3.09 mmol) was dissolved in THF (7 ml) and 2-methylpropane-2-sulfinamide (450 mg, 3.71 mmol) and titanium(IV) ethoxide (1.3 ml, 6.18 mmol) were added. The reaction mixture was stirred at room temperature overnight then slowly quenched by dropwise addition of brine (2 ml) which resulted in the formation of a thick light yellow precipitate. The reaction mixture was diluted with ethyl acetate and stirred vigorously at room temperature for 3... Starting materials: OC(CCCCCCC=CC=CC=CC=CC(=O)O)CCCC (16-hydroxyeicosatetraenoic acid), ON1C(CCC1=O)=O (N-hydroxysuccinimide), C1(CCCCC1)N=C=NC1CCCCC1 (dicyclohexylcarbodiimide). Solvent: O1CCCC1 (tetrahydrofuran). Conditions: temperature 0 celsius. Yields the product CCCCC(/C=C\C/C=C\C/C=C\C/C=C\CCCC(=O)O)O (16-HETE). Yield: 75.0%. Reaction SMILES: [OH:1][CH:2]([CH2:20][CH2:21][CH2:22][CH3:23])[CH2:3][CH2:4][CH2:5][CH2:6][CH2:7][CH2:8][CH:9]=[CH:10][CH:11]=[CH:12][CH:13]=[CH:14][CH:15]=[CH:16][C:17]([OH:19])=[O:18].ON1C(=O)CCC1=O.C1(N=C=NC2CCCCC2)CCCCC1>O1CCCC1>[CH3:23][CH2:22][CH2:21][CH2:20][CH:2]([OH:1])/[CH:3]=[CH:4]\[CH2:5]/[CH:6]=[CH:7]\[CH2:8]/[CH:9]=[CH:10]\[CH2:11]/[CH:12]=[CH:13]\[CH2:14][CH2:15][CH2:16][C:17]([OH:19])=[O:18]. Procedure: An equimolar mixture of 16-hydroxyeicosatetraenoic acid (16 HETE) and N-hydroxysuccinimide in anhydrous tetrahydrofuran (THF) was cooled to 0° C. To this was added 1 equivalent of dicyclohexylcarbodiimide (DCC) with stirring. After 12h at room temperature, the solvent was removed in vacuo and the residue was purified by SiO2 chromatography to afford the corresponding 16-HETE N-hydroxysuccimide ester in 75% yield as a colorless oil. Reactants: CCOC1=CC=CC=C1OCCN[C@H](C)CC2=CC(=C(C=C2)OC)S(=O)(=O)N.Cl (Omnic), [K+].[Br-] (KBr), C1=CC(=CC=C1[C@@H]2CCNC[C@H]2COC=3C=CC4=C(C3)OCO4)F (paroxetine). Product: C1=CC(=CC=C1[C@@H]2CCNC[C@H]2COC=3C=CC4=C(C3)OCO4)F.Cl (Paroxetine HCl). RXN SMILES: CCOC1C(OCCN[C@@H](CC2C=CC(OC)=C(S(N)(=O)=O)C=2)C)=CC=CC=1.[ClH:29].[K+].[Br-].[CH:32]1[C:37]([C@H:38]2[C@H:43]([CH2:44][O:45][C:46]3[CH:47]=[CH:48][C:49]4[O:54][CH2:53][O:52][C:50]=4[CH:51]=3)[CH2:42][NH:41][CH2:40][CH2:39]2)=[CH:36][CH:35]=[C:34]([F:55])[CH:33]=1>>[CH:36]1[C:37]([C@H:38]2[C@H:43]([CH2:44][O:45][C:46]3[CH:47]=[CH:48][C:49]4[O:54][CH2:53][O:52][C:50]=4[CH:51]=3)[CH2:42][NH:41][CH2:40][CH2:39]2)=[CH:32][CH:33]=[C:34]([F:55])[CH:35]=1.[ClH:29] |f:0.1,2.3,5.6|. Procedure details: The composition of the solid product was tested by Fourier Transform Infra Red (FTIR) technique. A Nicolet Magna IR System 750 Fourier Transform Infrared Spectrometer controlled via Nicolet Omnic ESP® software was used to obtain the spectra. A KBr beamsplitter was used and data was collected over 4000−400 cm−1 with a resolution of 4 cm−1. An MCT-A detector, cooled with liquid nitrogen, was used. The sample compartment was under constant nitrogen purge. The aperture was set at 28, the micro veloc...